describe an organic reaction: reactants, conditions, products, and yield From a dataset of the Open Reaction Database (ORD), a public repository of structured organic reaction records. Reactants: CC(=O)N1C=C(c2ccccc2)N(CC(=O)NC(Cc2ccccc2)C(=O)C(=O)OC(C)C)C(=O)C1C(C)C, CO, [Li+], [OH-], O. Yields the product CC(=O)N1C=C(c2ccccc2)N(CC(=O)NC(Cc2ccccc2)C(=O)C(=O)O)C(=O)C1C(C)C. Reaction SMILES: [C:4]([CH3:5])(=[O:6])[N:7]1[CH:8]([CH:40]([CH3:41])[CH3:42])[C:9](=[O:39])[N:10]([CH2:19][C:20](=[O:21])[NH:22][CH:23]([C:24]([C:25](=[O:26])[O:27][CH:28]([CH3:29])[CH3:30])=[O:31])[CH2:32][c:33]2[cH:34][cH:35][cH:36][cH:37][cH:38]2)[C:11]([c:13]2[cH:14][cH:15][cH:16][cH:17][cH:18]2)=[CH:12]1.[CH3:43][OH:44].[Li+:2].[OH-:3].[OH2:1]>>[C:4]([CH3:5])(=[O:6])[N:7]1[CH:8]([CH:40]([CH3:41])[CH3:42])[C:9](=[O:39])[N:10]([CH2:19][C:20](=[O:21])[NH:22][CH:23]([C:24]([C:25](=[O:26])[OH:27])=[O:31])[CH2:32][c:33]2[cH:34][cH:35][cH:36][cH:37][cH:38]2)[C:11]([c:13]2[cH:14][cH:15][cH:16][cH:17][cH:18]2)=[CH:12]1. Reactants: ClC1=CC(=CC(=N1)NC(=O)C1(CC1)C=1C=CC2=C(CCO2)C1)C (N-(6-chloro-4-methylpyridin-2-yl)-1-(2,3-dihydrobenzofuran-5-yl)cyclopropanecarboxamide), COC1=NC=CC(=C1)B(O)O (2-methoxypyridin-4-ylboronic acid), C(=O)([O-])[O-].[Na+].[Na+] (Na2CO3). The reagents and catalysts are C=1C=CC(=CC1)[P](C=2C=CC=CC2)(C=3C=CC=CC3)[Pd]([P](C=4C=CC=CC4)(C=5C=CC=CC5)C=6C=CC=CC6)([P](C=7C=CC=CC7)(C=8C=CC=CC8)C=9C=CC=CC9)[P](C=1C=CC=CC1)(C=1C=CC=CC1)C=1C=CC=CC1 (tetrakis(triphenylphosphine)palladium). Solvent: COCCOC (1,2-dimethoxyethane). Yields the product O1CCC2=C1C=CC(=C2)C2(CC2)C(=O)NC2=CC(=CC(=N2)C2=CC(=NC=C2)OC)C (1-(2,3-dihydrobenzofuran-5-yl)-N-(2′-methoxy-4-methyl-2,4′-bipyridin-6-yl)cyclopropanecarboxamide). Isolated yield 41.2%. Reaction SMILES: Cl[C:2]1[N:7]=[C:6]([NH:8][C:9]([C:11]2([C:14]3[CH:15]=[CH:16][C:17]4[O:21][CH2:20][CH2:19][C:18]=4[CH:22]=3)[CH2:13][CH2:12]2)=[O:10])[CH:5]=[C:4]([CH3:23])[CH:3]=1.[CH3:24][O:25][C:26]1[CH:31]=[C:30](B(O)O)[CH:29]=[CH:28][N:27]=1.C([O-])([O-])=O.[Na+].[Na+]>COCCOC.C1C=CC([P]([Pd]([P](C2C=CC=CC=2)(C2C=CC=CC=2)C2C=CC=CC=2)([P](C2C=CC=CC=2)(C2C=CC=CC=2)C2C=CC=CC=2)[P](C2C=CC=CC=2)(C2C=CC=CC=2)C2C=CC=CC=2)(C2C=CC=CC=2)C2C=CC=CC=2)=CC=1>[O:21]1[C:17]2[CH:16]=[CH:15][C:14]([C:11]3([C:9]([NH:8][C:6]4[N:7]=[C:2]([C:30]5[CH:29]=[CH:28][N:27]=[C:26]([O:25][CH3:24])[CH:31]=5)[CH:3]=[C:4]([CH3:23])[CH:5]=4)=[O:10])[CH2:13][CH2:12]3)=[CH:22][C:18]=2[CH2:19][CH2:20]1 |f:2.3.4,^1:50,52,71,90|. Procedure: To N-(6-chloro-4-methylpyridin-2-yl)-1-(2,3-dihydrobenzofuran-5-yl)cyclopropanecarboxamide (150 mg, 0.46 mmol) in 1,2-dimethoxyethane (4 mL) was added 2-methoxypyridin-4-ylboronic acid (84 mg, 0.55 mmol), tetrakis(triphenylphosphine)palladium (0) (53 mg, 0.046 mmol), and 2 M Na2CO3 (680 μL, 1.4 mmol). The reaction mixture was irradiated in the microwave at 120° C. for 20 minutes. The reaction mixture was evaporated to dryness and the residue was purified by silica gel chromatography eluting with...